Dataset: the Open Reaction Database (ORD), a public repository of structured organic reaction records. Task: describe an organic reaction: reactants, conditions, products, and yield Reactants: C(C)(C)C1=CC=C(N=CC2=CC(=C(C(=C2)OC)OC)OC)C=C1 (4-Isopropyl-N-(3,4,5-trimethoxybenzylidene)aniline), CC1=CC=C(NCC2=CC(=C(C(=C2)OC)OC)OC)C=C1 (4-Methyl-N-(3,4,5-trimethoxybenzyl)aniline). Product: C(C)(C)C1=CC=C(NCC2=CC(=C(C(=C2)OC)OC)OC)C=C1 (4-Isopropyl-N-(3,4,5,-trimethoxybenzyl)aniline). Yield: 90.2%. As a reaction SMILES: [CH:1]([C:4]1[CH:23]=[CH:22][C:7]([N:8]=[CH:9][C:10]2[CH:15]=[C:14]([O:16][CH3:17])[C:13]([O:18][CH3:19])=[C:12]([O:20][CH3:21])[CH:11]=2)=[CH:6][CH:5]=1)([CH3:3])[CH3:2].CC1C=CC(NCC2C=C(OC)C(OC)=C(OC)C=2)=CC=1>>[CH:1]([C:4]1[CH:23]=[CH:22][C:7]([NH:8][CH2:9][C:10]2[CH:15]=[C:14]([O:16][CH3:17])[C:13]([O:18][CH3:19])=[C:12]([O:20][CH3:21])[CH:11]=2)=[CH:6][CH:5]=1)([CH3:3])[CH3:2]. Reported procedure: From 108f (8.2 g, 26.0 mmol), a similar procedure as described for 109a gave 109f (7.4 g, 89.8%) as an oil. 1H NMR (200 MHz, CDCl3) δ7.06 (d, J=8 Hz, 2H), 6.61 (d, J=8 Hz, 2H), 6.61 (s, 2H), 4.24 (s, 2H), 3.84 (s, 9H), 2.81 (h, J=8 Hz, 1H, 1.21 (d, J=8 Hz, 6H). EIMS 315 (M+, 100). Reaction SMILES: [NH:1]1[CH2:5][CH2:4][C@H:3]([NH:6][C:7]([C:9]23[CH2:18][CH:13]4[CH2:14][CH:15]([CH2:17][CH:11]([CH2:12]4)[CH2:10]2)[CH2:16]3)=[O:8])[CH2:2]1.C1(C)C=CC(S(O[CH2:29][CH2:30][C:31]2[CH:36]=[CH:35][C:34]([Br:37])=[CH:33][CH:32]=2)(=O)=O)=CC=1>>[Br:37][C:34]1[CH:35]=[CH:36][C:31]([CH2:30][CH2:29][N:1]2[CH2:5][CH2:4][C@H:3]([NH:6][C:7]([C:9]34[CH2:18][CH:13]5[CH2:14][CH:15]([CH2:17][CH:11]([CH2:12]5)[CH2:10]3)[CH2:16]4)=[O:8])[CH2:2]2)=[CH:32][CH:33]=1. Yields the product BrC1=CC=C(C=C1)CCN1C[C@H](CC1)NC(=O)C12CC3CC(CC(C1)C3)C2 ((S)-N-(1-(2-(4-bromophenyl)ethyl)pyrrolidin-3-yl)-1-adamantanecarboxamide). The reactants are N1C[C@H](CC1)NC(=O)C12CC3CC(CC(C1)C3)C2 ((S)-N-(Pyrrolidin-3-yl)-1-adamantanecarboxamide), C1(=CC=C(C=C1)S(=O)(=O)OCCC1=CC=C(C=C1)Br)C (2-(4-bromophenyl)ethyl p-toluenesulfonate). Reported procedure: (S)-N-(Pyrrolidin-3-yl)-1-adamantanecarboxamide and 2-(4-bromophenyl)ethyl p-toluenesulfonate were reacted under the same conditions as in Example 6 to give (S)-N-(1-(2-(4-bromophenyl)ethyl)pyrrolidin-3-yl)-1-adamantanecarboxamide. The reactants are [I-].C1OCC(CC[P+](C2=CC=CC=C2)(C2=CC=CC=C2)C2=CC=CC=C2)OC1 ((4-ethylenedioxybutyl)-triphenyl-phosphonium iodide), C1OCC(CC=P(C2=CC=CC=C2)(C2=CC=CC=C2)C2=CC=CC=C2)OC1 ((4-ethylenedioxy-butylidene)-triphenyl-phosphorane), C(CCC)[Li] (butyl-lithium), CI (methyl iodide), [I-].[PH4+] (phosphonium iodide). The solvent is CCCCCC (hexane), O1CCCC1 (tetrahydrofuran). Reaction conditions: time 10 minute. Yields the product [I-].C1OCC(CC(C)[P+](C2=CC=CC=C2)(C2=CC=CC=C2)C2=CC=CC=C2)OC1 ((4-ethylenedioxy-1-methylbutyl)-triphenyl-phosphonium iodide). Reaction SMILES: [I-:1].[CH2:2]1[CH2:28][O:27][CH:5]([CH2:6][CH2:7][P+:8]([C:21]2[CH:26]=[CH:25][CH:24]=[CH:23][CH:22]=2)([C:15]2[CH:20]=[CH:19][CH:18]=[CH:17][CH:16]=2)[C:9]2[CH:14]=[CH:13][CH:12]=[CH:11][CH:10]=2)[CH2:4][O:3]1.[CH2:29]([Li])CCC.[I-].[PH4+].C1COC(CC=P(C2C=CC=CC=2)(C2C=CC=CC=2)C2C=CC=CC=2)CO1.CI>O1CCCC1.CCCCCC>[I-:1].[CH2:2]1[CH2:28][O:27][CH:5]([CH2:6][CH:7]([P+:8]([C:15]2[CH:20]=[CH:19][CH:18]=[CH:17][CH:16]=2)([C:21]2[CH:22]=[CH:23][CH:24]=[CH:25][CH:26]=2)[C:9]2[CH:14]=[CH:13][CH:12]=[CH:11][CH:10]=2)[CH3:29])[CH2:4][O:3]1 |f:0.1,3.4,9.10|. Procedure: 1.51 g (3.0 mmol) of finely powdered (4-ethylenedioxybutyl)-triphenyl-phosphonium iodide are suspended in 10 ml of tetrahydrofuran and treated dropwise with a solution of 4.5 mmol of butyl-lithium in hexane. The solution turns red as the phosphonium iodide goes into solution as (4-ethylenedioxy-butylidene)-triphenyl-phosphorane. After approximately 10 minutes, 0.25 ml (4.5 mmol) of methyl iodide are added to this solution, which thereby becomes lighter, and the (4-ethylenedioxy-1-methylbutyl)-tr... The reactants are Fc1ccc(C2CCN(CC3CN(Cc4ccccc4)CC3c3ccsc3)CC2)cc1, C1CCOC1, COC(=O)Cl. Product: COC(=O)N1CC(CN2CCC(c3ccc(F)cc3)CC2)C(c2ccsc2)C1. Reaction SMILES: [CH2:1]([c:2]1[cH:3][cH:4][cH:5][cH:6][cH:7]1)[N:8]1[CH2:9][CH:10]([CH2:18][N:19]2[CH2:20][CH2:21][CH:22]([c:25]3[cH:26][cH:27][c:28]([F:31])[cH:29][cH:30]3)[CH2:23][CH2:24]2)[CH:11]([c:13]2[cH:14][s:15][cH:16][cH:17]2)[CH2:12]1.[CH2:37]1[O:38][CH2:39][CH2:40][CH2:41]1.[CH3:32][O:33][C:34](=[O:35])[Cl:36]>>[N:8]1([C:34]([O:33][CH3:32])=[O:35])[CH2:9][CH:10]([CH2:18][N:19]2[CH2:20][CH2:21][CH:22]([c:25]3[cH:26][cH:27][c:28]([F:31])[cH:29][cH:30]3)[CH2:23][CH2:24]2)[CH:11]([c:13]2[cH:14][s:15][cH:16][cH:17]2)[CH2:12]1. The reactants are ClC1=C(C=CC=C1)C(O)(C=1N(C=CN1)S(=O)(=O)C1=CC=C(C=C1)C)C1=CC=CC=C1 (α-(o-chlorophenyl)-α-phenyl-1-(toluene-p-sulphonyl)imidazole-2-methanol), BrC1=CC=C(C=C1)C(O)(C=1N(C=CN1)S(=O)(=O)C1=CC=C(C=C1)C)C1=CC=CC=C1 (α-(p-bromophenyl)-α-phenyl-1-(toluene-p-sulphonyl)imidazole-2-methanol). Product: ClC1=C(C=CC=C1)C(O)(C=1NC=CN1)C1=CC=CC=C1 (α-(o-chlorophenyl)-α-phenylimidazole-2-methanol). RXN SMILES: [Cl:1][C:2]1[CH:7]=[CH:6][CH:5]=[CH:4][C:3]=1[C:8]([C:25]1[CH:30]=[CH:29][CH:28]=[CH:27][CH:26]=1)([C:10]1[N:11](S(C2C=CC(C)=CC=2)(=O)=O)[CH:12]=[CH:13][N:14]=1)[OH:9].BrC1C=CC(C(C2C=CC=CC=2)(C2N(S(C3C=CC(C)=CC=3)(=O)=O)C=CN=2)O)=CC=1>>[Cl:1][C:2]1[CH:7]=[CH:6][CH:5]=[CH:4][C:3]=1[C:8]([C:25]1[CH:30]=[CH:29][CH:28]=[CH:27][CH:26]=1)([C:10]1[NH:14][CH:13]=[CH:12][N:11]=1)[OH:9]. Reported procedure: Using the procedure described in Example IB but substituting an equivalent amount of α-(o-chlorophenyl)-α-phenyl-1-(toluene-p-sulphonyl)imidazole-2-methanol for the α-(p-bromophenyl)-α-phenyl-1-(toluene-p-sulphonyl)imidazole-2-methanol, α-(o-chlorophenyl)-α-phenylimidazole-2-methanol was obtained. Its melting point was 186°-188° C. after crystallisation from isopropyl alcohol. Starting materials: N[C@@H](CCCNC(N(C(=O)OC(C)(C)C)C(=O)OC(C)(C)C)=N)C(=O)O (Arg(Boc)2), OC=1C=CC(=C(C(=O)O)C1)[N+](=O)[O-] (5-hydroxy-2-nitrobenzoic acid), CC(N=C=NC(C)C)C (DIC), C=1C=CC2=C(C1)N=NN2O (HOBt), C1(=CC=CC=C1)P(C1=CC=CC=C1)C1=CC=CC=C1 (triphenylphosphane), ClC1=C(C=CC(=C1)Cl)CCO (2-(2,4-dichlorophenyl)ethanol), CC(C)OC(=O)/N=N/C(=O)OC(C)C (DIAD). Solvent: CN(C)C=O (DMF), C1CCOC1 (THF). Reaction conditions: time 8 hour. The product is NC1=C(C(=O)N[C@@H](CCCNC(=N)N)C(N)=O)C=C(C=C1)OCCC1=C(C=C(C=C1)Cl)Cl ((S)-2-Amino-N-(1-carbamoyl-4-guanidino-butyl)-5-[2-(2,4-dichlorophenyl)ethoxy]benzamide). RXN SMILES: [NH2:1][C@H:2]([C:24]([OH:26])=O)[CH2:3][CH2:4][CH2:5][NH:6][C:7](=[NH:23])[N:8](C(OC(C)(C)C)=O)C(OC(C)(C)C)=O.[OH:27][C:28]1[CH:29]=[CH:30][C:31]([N+:37]([O-])=O)=[C:32]([CH:36]=1)[C:33]([OH:35])=O.CC(C)[N:42]=C=NC(C)C.C1C=CC2N(O)N=NC=2C=1.C1(P(C2C=CC=CC=2)C2C=CC=CC=2)C=CC=CC=1.[Cl:78][C:79]1[CH:84]=[C:83]([Cl:85])[CH:82]=[CH:81][C:80]=1[CH2:86][CH2:87]O.CC(OC(/N=N/C(OC(C)C)=O)=O)C>CN(C=O)C.C1COCC1>[NH2:37][C:31]1[CH:30]=[CH:29][C:28]([O:27][CH2:87][CH2:86][C:80]2[CH:81]=[CH:82][C:83]([Cl:85])=[CH:84][C:79]=2[Cl:78])=[CH:36][C:32]=1[C:33]([NH:1][C@H:2]([C:24](=[O:26])[NH2:42])[CH2:3][CH2:4][CH2:5][NH:6][C:7]([NH2:8])=[NH:23])=[O:35]. Procedure details: Rink resin (306 mg; loading 0.43 mmol/g) functionalized with Arg(Boc)2 was coupled with 146 mg of 5-hydroxy-2-nitrobenzoic acid in the presence of DIC (136 mg) and HOBt (140 mg) in DMF (2 ml) for 3 h at room temperature. The resin was then washed and treated with a 15% solution of benzyltrimethylammonium hydroxide in DMF for 60 min. The resin was washed with DMF, 10% acetic acid in DMF, DMF and DCM and dried in vacuo for 4 h. The dried resin was washed with anhydrous THF and mixed with 534 mg (2... The reactants are CC(C)[O-], CC(C)O, FC(F)(F)c1ccncc1-c1nc(CCl)c(C2CC2)o1, [Na+]. The product is CC(C)OCc1nc(-c2cnccc2C(F)(F)F)oc1C1CC1. Reaction SMILES: [CH3:1][CH:2]([O-:3])[CH3:4].[CH3:26][CH:27]([OH:28])[CH3:29].[Cl:6][CH2:7][c:8]1[n:9][c:10](-[c:16]2[cH:17][n:18][cH:19][cH:20][c:21]2[C:22]([F:23])([F:24])[F:25])[o:11][c:12]1[CH:13]1[CH2:14][CH2:15]1.[Na+:5]>>[CH3:1][CH:2]([O:3][CH2:7][c:8]1[n:9][c:10](-[c:16]2[cH:17][n:18][cH:19][cH:20][c:21]2[C:22]([F:23])([F:24])[F:25])[o:11][c:12]1[CH:13]1[CH2:14][CH2:15]1)[CH3:4]. Reactants: C(C)(C)O.CCCCCC (isopropanol n-hexane), C1=CC(=CC=C1C2=COC=3C=C(C=CC3C2=O)O)O (Daidzein). The reagents and catalysts are [Pd] (Pd on charcoal). The solvent is C(C)(=O)O (acetic acid), C(C)(C)O (isopropanol). The product is C1=CC(=CC=C1[C@@H]2CC=3C=CC(=CC3OC2)O)O (equol), product. Yield: 82.0%. RXN SMILES: [CH:1]1[C:6]([C:7]2[C:16](=O)[C:15]3[CH:14]=[CH:13][C:12]([OH:18])=[CH:11][C:10]=3[O:9][CH:8]=2)=[CH:5][CH:4]=[C:3]([OH:19])[CH:2]=1.C(O)(C)C.CCCCCC>C(O)(=O)C.C(O)(C)C.[Pd]>[CH:5]1[C:6]([C@H:7]2[CH2:8][O:9][C:10]3[CH:11]=[C:12]([OH:18])[CH:13]=[CH:14][C:15]=3[CH2:16]2)=[CH:1][CH:2]=[C:3]([OH:19])[CH:4]=1 |f:1.2|. Procedure: Daidzein (200 mg, 0.8 mmol) is dissolved in a mixture of glacial acetic acid (20 mL) and isopropanol (20 mL), and is reduced with 10% Pd on charcoal (150 mg) at 55 p.s.i.g. (3.7 atm gauge). At the end of the reaction (2 hours, TLC:isopropanol/n-hexane 1/4) the catalyst is filtered off, and the filtrate is evaporated. The crude residue is purified by chromatography on a silica gel column using as eluent a mixture of isopropanol and n-hexane (1:4 v/v), to give (±) equol as a pure product (160 mg, ...